Dataset: the Open Reaction Database (ORD), a public repository of structured organic reaction records. Task: describe an organic reaction: reactants, conditions, products, and yield Reactants: CC(C(CCC=O)=O)C (5-Methyl-4-oxocaproaldehyde), C1=CC=CC1 (cyclopentadiene), CC(C)(C)[O-].[K+] (potassium tert-butylate), a1, C(C(C)C)(=O)Cl (iso-butyryl chloride), C(C=C)Cl (allyl chloride). Yields the product CC(C(CCC=O)=O)C (5-Methyl-4-oxocaproaldehyde), C(C)(C)C1=C2C=CCC2=CC=C1 (4-Isopropylindene). The yield is 35.0%. RXN SMILES: C(Cl)(=O)C(C)C.C(Cl)C=C.[CH3:11][CH:12]([CH3:19])[C:13](=[O:18])[CH2:14][CH2:15][CH:16]=[O:17].[CH:20]1[CH2:24][CH:23]=[CH:22][CH:21]=1.CC([O-])(C)C.[K+]>>[CH3:11][CH:12]([CH3:19])[C:13](=[O:18])[CH2:14][CH2:15][CH:16]=[O:17].[CH:12]([C:13]1[CH:22]=[CH:21][CH:20]=[C:24]2[C:14]=1[CH:15]=[CH:16][CH2:23]2)([CH3:19])[CH3:11] |f:4.5|. Procedure details: 5-Methyl-4-oxocaproaldehyde (b1) was prepared analogously to a1 by reaction of iso-butyryl chloride and allyl chloride (see I.1.). 45.6 g (356 mmol) of b1 were reacted with cyclopentadiene and potassium tert-butylate and the mixture was worked up, analogously to instructions I.1. Column chromatography gave 19.6 g (35%) of indene b2 as a yellow oil (2 double bond isomers).